Dataset: the Open Reaction Database (ORD), a public repository of structured organic reaction records. Task: describe an organic reaction: reactants, conditions, products, and yield Reactants: O=C([O-])[O-], CI, CN(C)C=O, [K+], [K+], O, OCC1COc2cccc(O)c2O1. Product: COc1cccc2c1OC(CO)CO2. RXN SMILES: [C:14](=[O:15])([O-:16])[O-:17].[CH3:20][I:21].[CH3:23][N:24]([CH3:25])[CH:26]=[O:27].[K+:18].[K+:19].[OH2:22].[OH:1][c:2]1[cH:3][cH:4][cH:5][c:6]2[c:7]1[O:8][CH:9]([CH2:12][OH:13])[CH2:10][O:11]2>>[O:1]([c:2]1[cH:3][cH:4][cH:5][c:6]2[c:7]1[O:8][CH:9]([CH2:12][OH:13])[CH2:10][O:11]2)[CH3:14].